Task: describe an organic reaction: reactants, conditions, products, and yield. Dataset: the Open Reaction Database (ORD), a public repository of structured organic reaction records Reactants: C1(CCCC1)CCC1=C(OC2=C1C=CC=C2)C=2C=C1C=CC(=CC1=CC2)O (6-[3-(2-cyclopentylethyl)-1-benzofuran-2-yl]-2-naphthol), BrBr (bromine), C(C)(=O)[O-].[K+] (potassium acetate). The solvent is C(C)(=O)O (acetic acid). Yields the product BrC1=C(C=CC2=CC(=CC=C12)C=1OC2=C(C1CCC1CCCC1)C=CC=C2)O (1-bromo-6-[3-(2-cyclopentylethyl)-1-benzofuran-2-yl]-2-naphthol). Isolated yield 74.4%. Reaction SMILES: [CH:1]1([CH2:6][CH2:7][C:8]2[C:12]3[CH:13]=[CH:14][CH:15]=[CH:16][C:11]=3[O:10][C:9]=2[C:17]2[CH:18]=[C:19]3[C:24](=[CH:25][CH:26]=2)[CH:23]=[C:22]([OH:27])[CH:21]=[CH:20]3)[CH2:5][CH2:4][CH2:3][CH2:2]1.[Br:28]Br.C([O-])(=O)C.[K+]>C(O)(=O)C>[Br:28][C:23]1[C:24]2[C:19](=[CH:18][C:17]([C:9]3[O:10][C:11]4[CH:16]=[CH:15][CH:14]=[CH:13][C:12]=4[C:8]=3[CH2:7][CH2:6][CH:1]3[CH2:5][CH2:4][CH2:3][CH2:2]3)=[CH:26][CH:25]=2)[CH:20]=[CH:21][C:22]=1[OH:27] |f:2.3|. Procedure: Following the procedure described in Step 4 of Example 1, 6-[3-(2-cyclopentylethyl)-1-benzofuran-2-yl]-2-naphthol (0.671 g, 1.88 mmol) was brominated with bromine (0.11 mL, 2.2 mmol) and potassium acetate (1.91 g, 19.5 mmol) in glacial acetic acid (19 mL). Purification by flash chromatography using 100% hexane and 1-30% chloroform in hexane as eluants afforded 1-bromo-6-[3-(2-cyclopentylethyl)-1-benzofuran-2-yl]-2-naphthol as a light brown semi-solid (0.609 g). 1HNMR (300 MHz, DMSO-d6): δ10.75 (... Reactants: Cl (hydrochloric acid), [N+](=O)([O-])C1CCCCC1 (nitrocyclohexane), [OH-].[Na+] (sodium hydroxide), C=O (formalin). The solvent is O (water), C(C)O (ethanol). Reaction conditions: time 1.5 hour. Product: [N+](=O)([O-])C1(CCCCC1)CO ((1-nitro-cyclohexyl)-methanol). Reaction SMILES: [N+:1]([CH:4]1[CH2:9][CH2:8][CH2:7][CH2:6][CH2:5]1)([O-:3])=[O:2].[OH-:10].[Na+].[CH2:12]=O.Cl>O.C(O)C>[N+:1]([C:4]1([CH2:12][OH:10])[CH2:9][CH2:8][CH2:7][CH2:6][CH2:5]1)([O-:3])=[O:2] |f:1.2|. Procedure: A ethanol (5 mL) solution of nitrocyclohexane (5.00 g, 38.7 mmol) and sodium hydroxide (12.5 g, 0.3 mmol) was heated to 55° C., 35% formalin solution (3.0 mL, 35 mmol) was added, and the mixture was heated and stirred at the same temperature for 1.5 hours. The reaction mixture was diluted with water, 2M hydrochloric acid (0.5 mL, 1 mmol) was added, and the mixture was extracted with ethyl acetate (15 mL) two times. The organic layer was washed with 5% sodium bicarbonate aqueous solution (10 mL) ...